This data is from the Open Reaction Database (ORD), a public repository of structured organic reaction records. The task is: describe an organic reaction: reactants, conditions, products, and yield Run in ClCCl (dichloromethane). Conditions: time 2 hour. Procedure details: To a suspension of N-{2-[3,4-dichloro-5-(hydroxymethyl)phenyl]ethyl}propanamide (1 eq.) from the previous step and sodium bicarbonate (1.1 eq.) in dichloromethane (0.1 M) was added DMP (1.1 eq.) at 0° C. The resulting mixture was stirred at RT for 2 h before it was quenched with sat. aq. NaHSO3 and then extracted with Et2O. The combined organic extracts were washed further with 1 N aq. NaOH, water and brine, dried over Na2SO4, filtered and the filtrate concentrated in vacuo. Purification of the ... The reactants are ClC=1C=C(C=C(C1Cl)CO)CCNC(CC)=O (N-{2-[3,4-dichloro-5-(hydroxymethyl)phenyl]ethyl}propanamide), C([O-])(O)=O.[Na+] (sodium bicarbonate). RXN SMILES: [Cl:1][C:2]1[CH:3]=[C:4]([CH2:11][CH2:12][NH:13][C:14](=[O:17])[CH2:15][CH3:16])[CH:5]=[C:6]([CH2:9][OH:10])[C:7]=1[Cl:8].C(=O)(O)[O-].[Na+]>ClCCl>[Cl:1][C:2]1[CH:3]=[C:4]([CH2:11][CH2:12][NH:13][C:14](=[O:17])[CH2:15][CH3:16])[CH:5]=[C:6]([CH:9]=[O:10])[C:7]=1[Cl:8] |f:1.2|. The product is ClC=1C=C(C=C(C1Cl)C=O)CCNC(CC)=O (N-[2-(3,4-Dichloro-5-formylphenyl)ethyl]propanamide). Isolated yield 89.1%. As a reaction SMILES: [CH3:1][C:2]([NH:5][CH2:6][CH2:7][O:8][C:9]1[CH:14]=[CH:13][CH:12]=[CH:11][C:10]=1[C:15](=[O:17])[CH3:16])([CH3:4])[CH3:3].[NH:18]1[C:26]2[CH:25]=[CH:24][CH:23]=[C:22]([CH:27]=O)[C:21]=2[CH:20]=[CH:19]1.[OH-].[Na+]>C(O)C.O>[CH3:4][C:2]([NH:5][CH2:6][CH2:7][O:8][C:9]1[CH:14]=[CH:13][CH:12]=[CH:11][C:10]=1[C:15](=[O:17])[CH:16]=[CH:27][C:22]1[CH:23]=[CH:24][CH:25]=[C:26]2[C:21]=1[CH:20]=[CH:19][NH:18]2)([CH3:1])[CH3:3] |f:2.3|. Starting materials: N1C=CC=2C(=CC=CC12)C=O (indole-4-carboxaldehyde), [OH-].[Na+] (sodium hydroxide), CC(C)(C)NCCOC1=C(C=CC=C1)C(C)=O (1-[2-{2-(1,1-dimethylethylamino)-ethoxy}-phenyl]-ethanone). Yields the product CC(C)(C)NCCOC1=C(C=CC=C1)C(C=CC1=C2C=CNC2=CC=C1)=O (1-[2-{2-(1,1-dimethylethylamino)-ethoxy}-phenyl]-3-[1H-indol-4-yl]-2-propen-1-one). The solvent is O (water), C(C)O (ethanol). Procedure: A solution of 5.4 g of 1-[2-{2-(1,1-dimethylethylamino)-ethoxy}-phenyl]-ethanone in 75 ml of ethanol was added with stirring under an inert atmosphere to a mixture of 3.339 g of indole-4-carboxaldehyde and 6 ml of 50% sodium hydroxide solution and after stirring for 4 hours, the mixture was diluted with water and extracted with ethyl acetate. The organic phase was washed with aqueous sodium chloride solution, dried over a deshydrant and evaporated to dryness under reduced pressure. The residue w... Reaction conditions: time 4 hour.